This data is from the Open Reaction Database (ORD), a public repository of structured organic reaction records. The task is: describe an organic reaction: reactants, conditions, products, and yield Reactants: N,N-dimethyl formamide-di-ti-butyl acetal, OC1=CC=C(C=C1)CC(=O)O (4-hydroxy-phenyl acetic acid), C1(=CC=CC=C1)C (toluene), C(C)(=O)OCC (ethyl acetate). Solvent: CCCCCC (hexane). Run at temperature 80 celsius, time 0.5 hour. Yields the product C(C)(C)(C)OC(CC1=CC=C(C=C1)O)=O (4-Hydroxy Phenyl Acetic Acid-t-butyl Ester). The yield is 56.0%. Reaction SMILES: [OH:1][C:2]1[CH:7]=[CH:6][C:5]([CH2:8][C:9]([OH:11])=[O:10])=[CH:4][CH:3]=1.C(OCC)(=O)C.[C:18]1([CH3:24])[CH:23]=CC=C[CH:19]=1>CCCCCC>[C:18]([O:10][C:9](=[O:11])[CH2:8][C:5]1[CH:4]=[CH:3][C:2]([OH:1])=[CH:7][CH:6]=1)([CH3:24])([CH3:23])[CH3:19]. Procedure: A stirred suspension of 4-hydroxy-phenyl acetic acid (0.152 g, 1 mmol) in anhydrous toluene (5 mL) was heated at 80° C. and N,N-dimethyl formamide-di-ti-butyl acetal (1 mL, 4.17mmol) was added when the solution became homogenous. After 0.5 h, the reaction mixture was cooled to ambient temperature and the volatiles were distilled off in vacuo. The residue was diluted with water and extracted with diethyl ether (×2). The combined organic extract was dried over anhydrous sodium sulfate, filtered an... Starting materials: COCCOC, O=C1OC(=O)c2c(F)cccc21, N, N. Product: NC(=O)c1c(F)cccc1C(=O)O. RXN SMILES: [CH2:14]([CH2:15][O:16][CH3:17])[O:18][CH3:19].[F:2][c:3]1[c:4]2[c:5]([cH:11][cH:12][cH:13]1)[C:6](=[O:7])[O:8][C:9]2=[O:10].[NH3:1].[NH3:20]>>[NH2:1][C:9]([c:4]1[c:3]([F:2])[cH:13][cH:12][cH:11][c:5]1[C:6](=[O:7])[OH:8])=[O:10]. The reactants are C1CCC2=NCCCN2CC1 (DBU), AlBN, C(CCC)[SnH](CCCC)CCCC (tributyltin hydride), BrC1=C(OCC2N(CC=C2)C(=O)OC(C)(C)C)C=CC=C1 (Tert-butyl 2-[(2-bromo-phenoxy)methyl]-2,5-dihydro-1H-pyrrole-1-carboxylate). Run in C1(=CC=CC=C1)C (toluene). Run at temperature 50 celsius, time 16 hour. Product: C1C2C(N(C1)C(=O)OC(C)(C)C)COC=1C=CC=CC12 (Tert-butyl 1,3a,4,9b-tetrahydrochromeno[3,4-b]pyrrole-3(2H)-carboxylate). As a reaction SMILES: Br[C:2]1[CH:21]=[CH:20][CH:19]=[CH:18][C:3]=1[O:4][CH2:5][CH:6]1[CH:10]=[CH:9][CH2:8][N:7]1[C:11]([O:13][C:14]([CH3:17])([CH3:16])[CH3:15])=[O:12].C([SnH](CCCC)CCCC)CCC.C1CCN2C(=NCCC2)CC1>C1(C)C=CC=CC=1>[CH2:9]1[CH2:8][N:7]([C:11]([O:13][C:14]([CH3:17])([CH3:16])[CH3:15])=[O:12])[CH:6]2[CH2:5][O:4][C:3]3[CH:18]=[CH:19][CH:20]=[CH:21][C:2]=3[CH:10]12. Procedure: Tert-butyl 2-[(2-bromo-phenoxy)methyl]-2,5-dihydro-1H-pyrrole-1-carboxylate (14.2 g, 0.38 mol) was dissolved in toluene (707 mL) and heated at 50° C. for 20 min. To this solution was added AlBN (688 mg, 0.049 mol) and tributyltin hydride (16 mL, 0.61 mol) at room temperature. The reaction mixture was stirred at 80° C. for 16 h and then DBU (9.5 mL, 0.62 mol) was added. The resulting suspension was filtered through a pad of silica gel (100 g) and the solids washed with methyl tert-butylether. The... Starting materials: FC1=C(C(=CC=C1)F)N1C(C=CC2=C1N=C(N=C2C2=C(C=C(C=C2)F)C)NCCC(=N)NO)=O (3-[8-(2,6-Difluoro-phenyl)-4-(4-fluoro-2-methyl-phenyl)-7-oxo-7,8-dihydro-pyrido[2,3-d]pyrimidin-2-ylamino]-N-hydroxy-propionamidine), FC1=C(C(=CC=C1)F)N1C(C=CC2=C1N=C(N=C2C2=C(C=C(C=C2)F)C)NCCC(=N)NO)=O (3-[8-(2,6-difluoro-phenyl)-4-(4-fluoro-2-methyl-phenyl)-7-oxo-7,8-dihydro-pyrido[2,3-d]pyrimidin-2-ylamino]-N-hydroxy-propionamidine), N1=CC=CC=C1 (pyridine), ClC(=O)OCC(CCCC)CC (2-ethylhexyl chloroformate). The solvent is O (H2O). Run at time 2 hour. The product is FC1=C(C(=CC=C1)F)N1C(C=CC2=C1N=C(N=C2C2=C(C=C(C=C2)F)C)NCCC2=NOC(N2)=O)=O (8-(2,6-Difluoro-phenyl)-4-(4-fluoro-2-methyl-phenyl)-2-[2-(5-oxo-4,5-dihydro-[1,2,4]-oxadiazol-3-yl)-ethylamino)-8H-pyrido[2,3-d]pyrimidin-7-one). Isolated yield 28.0%. RXN SMILES: [F:1][C:2]1[CH:7]=[CH:6][CH:5]=[C:4]([F:8])[C:3]=1[N:9]1[C:14]2[N:15]=[C:16]([NH:27][CH2:28][CH2:29][C:30]([NH:32][OH:33])=[NH:31])[N:17]=[C:18]([C:19]3[CH:24]=[CH:23][C:22]([F:25])=[CH:21][C:20]=3[CH3:26])[C:13]=2[CH:12]=[CH:11][C:10]1=[O:34].N1C=CC=CC=1.Cl[C:42](OCC(CC)CCCC)=[O:43]>O>[F:1][C:2]1[CH:7]=[CH:6][CH:5]=[C:4]([F:8])[C:3]=1[N:9]1[C:14]2[N:15]=[C:16]([NH:27][CH2:28][CH2:29][C:30]3[NH:31][C:42](=[O:43])[O:33][N:32]=3)[N:17]=[C:18]([C:19]3[CH:24]=[CH:23][C:22]([F:25])=[CH:21][C:20]=3[CH3:26])[C:13]=2[CH:12]=[CH:11][C:10]1=[O:34]. Procedure details: Under Ar, to a soln of the product of Example 242, 3-[8-(2,6-difluoro-phenyl)-4-(4-fluoro-2-methyl-phenyl)-7-oxo-7,8-dihydro-pyrido[2,3-d]pyrimidin-2-ylamino]-N-hydroxy-propionamidine (100 mg, 0.20 mmol), and pyridine (0.048 mL, 0.6 mmol), was added 2-ethylhexyl chloroformate (0.039 mL, 0.2 mmol). The mixture was stirred at room temperature for 2 h, then diluted with H2O and extracted with EtOAc. The organic layer was dried over sodium sulfate, filtered and concentrated. The resulting residue wa... Reactants: CC(C)(C)OC(=O)N1CCC(CNC(=O)CNC(=O)OCC2c3ccccc3-c3ccccc32)CC1, Cl, C1COCCO1. Product: O=C(CNC(=O)OCC1c2ccccc2-c2ccccc21)NCC1CCNCC1. As a reaction SMILES: [C:1]([O:2][C:3](=[O:4])[N:8]1[CH2:9][CH2:10][CH:11]([CH2:14][NH:15][C:16]([CH2:17][NH:18][C:19](=[O:20])[O:21][CH2:22][CH:23]2[c:24]3[cH:25][cH:26][cH:27][cH:28][c:29]3-[c:30]3[cH:31][cH:32][cH:33][cH:34][c:35]32)=[O:36])[CH2:12][CH2:13]1)([CH3:5])([CH3:6])[CH3:7].[ClH:37].[O:38]1[CH2:39][CH2:40][O:41][CH2:42][CH2:43]1>>[NH:8]1[CH2:9][CH2:10][CH:11]([CH2:14][NH:15][C:16]([CH2:17][NH:18][C:19](=[O:20])[O:21][CH2:22][CH:23]2[c:24]3[cH:25][cH:26][cH:27][cH:28][c:29]3-[c:30]3[cH:31][cH:32][cH:33][cH:34][c:35]32)=[O:36])[CH2:12][CH2:13]1. Starting materials: BrCC(=O)C1=NC=C(C=C1)C (2-bromo-1-(5-methylpyridin-2-yl)ethanone), [Cl-].[NH4+] (ammonium chloride), C(CC)(=O)CC(=O)OCC (Ethyl propionylacetate), [H-].[Na+] (sodium hydride). Solvent: C1CCOC1 (THF), C1CCOC1 (THF). Run at time 30 minute. The product is C(C)OC(C(C(CC)=O)CC(C1=NC=CC=C1)=O)=O (3-Oxo-2-(2-oxo-2-pyridin-2-yl-ethyl)-pentanoic Acid Ethyl Ester). The yield is 79.9%. RXN SMILES: [C:1]([CH2:5][C:6]([O:8][CH2:9][CH3:10])=[O:7])(=[O:4])[CH2:2][CH3:3].[H-].[Na+].Br[CH2:14][C:15]([C:17]1[CH:22]=[CH:21][C:20](C)=[CH:19][N:18]=1)=[O:16].[Cl-].[NH4+]>C1COCC1>[CH2:9]([O:8][C:6](=[O:7])[CH:5]([CH2:14][C:15](=[O:16])[C:17]1[CH:22]=[CH:21][CH:20]=[CH:19][N:18]=1)[C:1](=[O:4])[CH2:2][CH3:3])[CH3:10] |f:1.2,4.5|. Procedure details: Ethyl propionylacetate (45) (5 g, 34.7 mmol) was added slowly to a stirred suspension of sodium hydride (60% dispersion in mineral oil, 1.665 g, 41.65 mmol, 1.2 equiv) in THF (50 ml) at 0° C. and the mixture was stirred for 30 min. Compound 46b (8.092 g, 38.17 mmol, 1.1 equiv) in THF (5 ml) was added dropwise and the reaction mixture was stirred at room temperature for 16 h. Saturated aqueous ammonium chloride (30 ml) was added and the mixture was subsequently extracted with diethyl ether (3×30 ...